This data is from the Open Reaction Database (ORD), a public repository of structured organic reaction records. The task is: describe an organic reaction: reactants, conditions, products, and yield Starting materials: Nc1cc(Cl)ccc1O, FC(F)(F)c1cc(Cl)nc(-c2cnccn2)n1. The product is Oc1ccc(Cl)cc1Nc1cc(C(F)(F)F)nc(-c2cnccn2)n1. Reaction SMILES: [Cl:18][c:19]1[cH:20][cH:21][c:22]([OH:26])[c:23]([NH2:24])[cH:25]1.[Cl:1][c:2]1[n:3][c:4](-[c:12]2[n:13][cH:14][cH:15][n:16][cH:17]2)[n:5][c:6]([C:8]([F:9])([F:10])[F:11])[cH:7]1>>[c:2]1([NH:24][c:23]2[c:22]([OH:26])[cH:21][cH:20][c:19]([Cl:18])[cH:25]2)[n:3][c:4](-[c:12]2[n:13][cH:14][cH:15][n:16][cH:17]2)[n:5][c:6]([C:8]([F:9])([F:10])[F:11])[cH:7]1. The reactants are CS(=O)C (DMSO), BrC(C(Br)(F)F)(F)F (1,2-dibromotetrafluoroethane), OC1=CC=C(C=C1)C1(C2=CC=CC=C2C=2C=CC=CC12)C1=CC=C(C=C1)O (9,9-bis(4'-hydroxyphenyl)fluorene), [OH-].[K+] (potassium hydroxide). Solvent: C1(=CC=CC=C1)C (toluene). Reaction conditions: temperature 100 celsius, time 2 hour. Yields the product BrC(C(OC1=CC=C(C=C1)C1(C2=CC=CC=C2C=2C=CC=CC12)C1=CC=C(C=C1)OC(C(Br)(F)F)(F)F)(F)F)(F)F (9,9-bis(4'-[2"-bromotetrafluoroethoxy]phenyl)fluorene). Yield: 82.1%. Reaction SMILES: CS(C)=O.[OH:5][C:6]1[CH:11]=[CH:10][C:9]([C:12]2([C:25]3[CH:30]=[CH:29][C:28]([OH:31])=[CH:27][CH:26]=3)[C:24]3[CH:23]=[CH:22][CH:21]=[CH:20][C:19]=3[C:18]3[C:13]2=[CH:14][CH:15]=[CH:16][CH:17]=3)=[CH:8][CH:7]=1.[OH-].[K+].Br[C:35]([F:41])([F:40])[C:36]([F:39])([F:38])[Br:37]>C1(C)C=CC=CC=1>[Br:37][C:36]([F:39])([F:38])[C:35]([F:41])([F:40])[O:5][C:6]1[CH:7]=[CH:8][C:9]([C:12]2([C:25]3[CH:26]=[CH:27][C:28]([O:31][C:35]([F:41])([F:40])[C:36]([F:39])([F:38])[Br:37])=[CH:29][CH:30]=3)[C:13]3[CH:14]=[CH:15][CH:16]=[CH:17][C:18]=3[C:19]3[C:24]2=[CH:23][CH:22]=[CH:21][CH:20]=3)=[CH:10][CH:11]=1 |f:2.3|. Reported procedure: Into a 2 liter 5-necked round bottom flask fitted with a mechanical stirrer, Dean-Stark trap topped with a nitrogen padded reflux condenser and a thermocouple attached to a temperature controller, are placed DMSO (650 ml) and toluene (200 ml). While the stirrer solution is purged with nitrogen, 9,9-bis(4'-hydroxyphenyl)fluorene (200.0 g, 0.57 mole) is added to the flask. While purging with nitrogen continues, potassium hydroxide (85% pellets, 77.5 g, 1.17 mole) is added all at once, and the mixt...